describe an organic reaction: reactants, conditions, products, and yield From a dataset of the Open Reaction Database (ORD), a public repository of structured organic reaction records. Reactants: ClC=1C=C(C=CC1SC=1N(C=CN1)C)NC1=C(C=NC2=CC=C(C=C12)[N+](=O)[O-])C#N (4-[3-chloro-4-(1-methyl-1H-imidazol-2-ylsulfanyl)-phenylamino]-6-nitro-quinoline-3-carbonitrile), O.O.[Sn](Cl)(Cl)(Cl)Cl (tin chloride dihydrate). Solvent: C(C)O (ethanol). Conditions: time 2 hour. Yields the product NC=1C=C2C(=C(C=NC2=CC1)C#N)NC1=CC(=C(C=C1)SC=1N(C=CN1)C)Cl (6-Amino-4-[3-chloro-4-(1-methyl-1H-imidazol-2-ylsulfanyl)-phenylamino]-quinoline-3-carbonitrile). The yield is 53.7%. As a reaction SMILES: [Cl:1][C:2]1[CH:3]=[C:4]([NH:15][C:16]2[C:25]3[C:20](=[CH:21][CH:22]=[C:23]([N+:26]([O-])=O)[CH:24]=3)[N:19]=[CH:18][C:17]=2[C:29]#[N:30])[CH:5]=[CH:6][C:7]=1[S:8][C:9]1[N:10]([CH3:14])[CH:11]=[CH:12][N:13]=1.O.O.[Sn](Cl)(Cl)(Cl)Cl>C(O)C>[NH2:26][C:23]1[CH:24]=[C:25]2[C:20](=[CH:21][CH:22]=1)[N:19]=[CH:18][C:17]([C:29]#[N:30])=[C:16]2[NH:15][C:4]1[CH:5]=[CH:6][C:7]([S:8][C:9]2[N:10]([CH3:14])[CH:11]=[CH:12][N:13]=2)=[C:2]([Cl:1])[CH:3]=1 |f:1.2.3|. Reported procedure: A mixture of 5.734 g (13.1 mmol) 4-[3-chloro-4-(1-methyl-1H-imidazol-2-ylsulfanyl)-phenylamino]-6-nitro-quinoline-3-carbonitrile, 250 ml ethanol, and 14.83 g (65.6 mmol) tin chloride dihydrate was heated to reflux under N2. Removed heat at 2½ hours and added a large volume of ice water. Made basic with sodium bicarbonate and stirred for 2 hours. With mixture still basic, extracted with chloroform, stirred organic layer with Darco, dried with sodium sulfate and filtered. Stripped solvent and drie...